This data is from the Open Reaction Database (ORD), a public repository of structured organic reaction records. The task is: describe an organic reaction: reactants, conditions, products, and yield Reaction SMILES: [Li].[C:2](#[N:4])C.[N:5]1([CH2:11][CH2:12][O:13][C:14]2[CH:15]=[C:16]([CH:21]=[CH:22][CH:23]=2)[C:17](OC)=O)[CH2:10][CH2:9][O:8][CH2:7][CH2:6]1.O>CCCCCCC.O1CCCC1.C(C1C=CC=CC=1)C.O1CCCC1>[N:5]1([CH2:11][CH2:12][O:13][C:14]2[CH:15]=[C:16]([CH2:17][C:2]#[N:4])[CH:21]=[CH:22][CH:23]=2)[CH2:6][CH2:7][O:8][CH2:9][CH2:10]1 |f:4.5.6,^1:0|. The reactants are C(C)#N (acetonitrile), N1(CCOCC1)CCOC=1C=C(C(=O)OC)C=CC1 (methyl 3-(2-morpholin-4-ylethoxy)benzoate), [Li] (Lithium), O (water), solution. Yields the product N1(CCOCC1)CCOC=1C=C(C=CC1)CC#N (2-[3-(2-morpholin-4-ylethoxy)phenyl]acetonitrile). Solvent: O1CCCC1 (tetrahydrofuran), O1CCCC1 (tetrahydrofuran), CCCCCCC.O1CCCC1.C(C)C1=CC=CC=C1 (heptane tetrahydrofuran ethylbenzene). Run at time 30 minute. Procedure details: Lithium diisopropylarmide (18.8 ml, 37 mmol, 2.0 M solution in heptane/tetrahydrofuran/ethylbenzene) was added dropwise to a solution of acetonitrile (1.58 g, 37 mmol) in dry tetrahydrofuran (50 ml) at −78° C. After stirring the reaction mixture for 30 min., a solution of methyl 3-(2-morpholin-4-ylethoxy)benzoate in dry tetrahydrofuran (50 ml) was added dropwise over 10 min. After 15 min., water was added and the reaction mixture was allowed to warm to room temperature. The aqueous layer was sep...